From a dataset of the Open Reaction Database (ORD), a public repository of structured organic reaction records. describe an organic reaction: reactants, conditions, products, and yield Reaction SMILES: [F:1][C:2]1[CH:7]=[CH:6][C:5]([OH:8])=[CH:4][C:3]=1[C@:9]1([CH2:28][F:29])[CH2:14][C@@H:13]([C:15]([F:18])([F:17])[F:16])[O:12][C:11]([NH:19][C:20](=[O:27])[C:21]2[CH:26]=[CH:25][CH:24]=[CH:23][CH:22]=2)=[N:10]1.F[C:31]1[CH:36]=[N:35][CH:34]=[CH:33][N:32]=1.C(=O)([O-])[O-].[Cs+].[Cs+].O>CS(C)=O>[F:1][C:2]1[CH:7]=[CH:6][C:5]([O:8][C:31]2[CH:36]=[N:35][CH:34]=[CH:33][N:32]=2)=[CH:4][C:3]=1[C@:9]1([CH2:28][F:29])[CH2:14][C@@H:13]([C:15]([F:18])([F:16])[F:17])[O:12][C:11]([NH:19][C:20](=[O:27])[C:21]2[CH:22]=[CH:23][CH:24]=[CH:25][CH:26]=2)=[N:10]1 |f:2.3.4|. Solvent: CS(=O)C (DMSO). The reactants are O (water), FC1=C(C=C(C=C1)O)[C@]1(N=C(O[C@@H](C1)C(F)(F)F)NC(C1=CC=CC=C1)=O)CF (N-((4S,6S)-4-(2-fluoro-5-hydroxyphenyl)-4-(fluoromethyl)-6-(trifluoromethyl)-5,6-dihydro-4H-1,3-oxazin-2-yl)benzamide), FC1=NC=CN=C1 (2-fluoro-pyrazine), C([O-])([O-])=O.[Cs+].[Cs+] (cesium carbonate). Run at temperature 100 celsius, time 10 minute. Procedure details: To a microwave vial were added N-((4S,6S)-4-(2-fluoro-5-hydroxyphenyl)-4-(fluoromethyl)-6-(trifluoromethyl)-5,6-dihydro-4H-1,3-oxazin-2-yl)benzamide (95 mg, 0.229 mmol), 2-fluoro-pyrazine (24.74 mg, 0.252 mmol), cesium carbonate (90 mg, 0.275 mmol) in DMSO (459 μL). The vial was heated in microwave instrument at 100° C. for 30 min. After cooling to room temperature, water was added to the reaction mixture and precipitate was observed. After stirring for 10 min, the precipitate was collected by f... Yield: 75.5%. The product is FC1=C(C=C(C=C1)OC1=NC=CN=C1)[C@]1(N=C(O[C@@H](C1)C(F)(F)F)NC(C1=CC=CC=C1)=O)CF (N-((4S,6S)-4-(2-fluoro-5-(pyrazin-2-yloxy)phenyl)-4-(fluoromethyl)-6-(trifluoromethyl)-5,6-dihydro-4H-1,3-oxazin-2-yl)benzamide). Starting materials: C([O-])([O-])=O.[K+].[K+] (potassium carbonate), ClC=1C(=CC(=C(C1)C(CC1=CC2=C(OCCO2)C=C1)=O)O)O (1-(5-Chloro-2,4-dihydroxy-phenyl)-2-(2,3-dihydro-benzo[1,4]dioxin-6-yl)-ethanone), C(C)(=O)OC(C)=O (acetic anhydride). Product: ClC=1C=C2C(C(=C(OC2=CC1O)C)C1=CC2=C(OCCO2)C=C1)=O (6-Chloro-3-(2,3-dihydro-benzo[1,4]dioxin-6-yl)-7-hydroxy-2-methyl-chromen-4-one), solid. Isolated yield 96.8%. Reaction SMILES: [Cl:1][C:2]1[C:3]([OH:22])=[CH:4][C:5]([OH:21])=[C:6]([C:8](=[O:20])[CH2:9][C:10]2[CH:19]=[CH:18][C:13]3[O:14][CH2:15][CH2:16][O:17][C:12]=3[CH:11]=2)[CH:7]=1.[C:23](OC(=O)C)(=O)[CH3:24].C(=O)([O-])[O-].[K+].[K+]>>[Cl:1][C:2]1[CH:7]=[C:6]2[C:5](=[CH:4][C:3]=1[OH:22])[O:21][C:23]([CH3:24])=[C:9]([C:10]1[CH:19]=[CH:18][C:13]3[O:14][CH2:15][CH2:16][O:17][C:12]=3[CH:11]=1)[C:8]2=[O:20] |f:2.3.4|. Reported procedure: This compounds was synthesised in the same manner as described above. 1-(5-Chloro-2,4-dihydroxy-phenyl)-2-(2,3-dihydro-benzo[1,4]dioxin-6-yl)-ethanone (1.1.2.5) (0.3 g, 0.9 mmol), acetic anhydride (0.5 ml), potassium carbonate (0.5 g 3.6 mmol). 6-Chloro-3-(2,3-dihydro-benzo[1,4]dioxin-6-yl)-7-hydroxy-2-methyl-chromen-4-one was obtained an off white solid (0.3 g, 96.8%). Starting materials: C(C)(C)(C)OC(=O)N1[C@@H]2C[C@@H]2C[C@H]1C1=NC2=C(N1)C1=CC3=C(C=C1C=C2)C2=CC=C(C=C2CO3)B3OC(C(O3)(C)C)(C)C ((1R,3S,5R)-tert-butyl-3-(9-(4,4,5,5-tetramethyl-1,3,2-dioxaborolan-2-yl)-1,11-dihydroisochromeno[4′,3′:6,7]naphtho[1,2-d]imidazol-2-yl)-2-azabicyclo[3.1.0]hexane-2-carboxylate), BrC1=CN=C(N1)[C@H]1N(C[C@H](C1)COC)C([C@H](C(C)C)NC(OC)=O)=O (methyl(S)-1-((2S,4S)-2-(5-bromo-1H-imidazol-2-yl)-4-(methoxymethyl)pyrrolidin-1-yl)-3-methyl-1-oxobutan-2-ylcarbamate), C([O-])([O-])=O.[K+].[K+] (potassium carbonate). Reagents/catalysts: [Pd].C1(=CC=CC=C1)P(C1=CC=CC=C1)C1=CC=CC=C1.C1(=CC=CC=C1)P(C1=CC=CC=C1)C1=CC=CC=C1.C1(=CC=CC=C1)P(C1=CC=CC=C1)C1=CC=CC=C1.C1(=CC=CC=C1)P(C1=CC=CC=C1)C1=CC=CC=C1 (tetrakis(triphenylphosphine) palladium(0)), C1=CC=C(C=C1)P([C-]2C=CC=C2)C3=CC=CC=C3.C1=CC=C(C=C1)P([C-]2C=CC=C2)C3=CC=CC=C3.Cl[Pd]Cl.[Fe+2] (dichloro[1,1′-bis(diphenylphosphino) ferrocene]palladium(II)). The solvent is O1CCOCC1 (1,4-dioxane), CS(=O)C (dimethylsulfoxide). Reaction conditions: temperature 95 celsius. Yields the product C(C)(C)(C)OC(=O)N1[C@@H]2C[C@@H]2C[C@H]1C1=NC2=C(N1)C1=CC3=C(C=C1C=C2)C2=CC=C(C=C2CO3)C3=CN=C(N3)[C@H]3N(CC(C3)COC)C([C@H](C(C)C)NC(=O)OC)=O ((1R,3S,5R)-tert-butyl-3-(9-(2-((S)-1-((S)-2-(methoxycarbonylamino)-3-methylbutanoyl)-4-methoxymethylpyrrolidin-2-yl)-1H-imidazol-5-yl)-1,11-dihydroisochromeno[4′,3′:6,7]naphtho[1,2-d]imidazol-2-yl)-2-azabicyclo[3.1.0]hexane-2-carboxylate). RXN SMILES: [C:1]([O:5][C:6]([N:8]1[C@H:13]([C:14]2[NH:18][C:17]3[C:19]4[C:24]([CH:25]=[CH:26][C:16]=3[N:15]=2)=[CH:23][C:22]2[C:27]3[C:32]([CH2:33][O:34][C:21]=2[CH:20]=4)=[CH:31][C:30](B2OC(C)(C)C(C)(C)O2)=[CH:29][CH:28]=3)[CH2:12][C@@H:11]2[C@H:9]1[CH2:10]2)=[O:7])([CH3:4])([CH3:3])[CH3:2].Br[C:45]1[NH:49][C:48]([C@@H:50]2[CH2:54][C@H:53]([CH2:55][O:56][CH3:57])[CH2:52][N:51]2[C:58](=[O:68])[C@@H:59]([NH:63][C:64](=[O:67])[O:65][CH3:66])[CH:60]([CH3:62])[CH3:61])=[N:47][CH:46]=1.C(=O)([O-])[O-].[K+].[K+]>O1CCOCC1.CS(C)=O.[Pd].C1(P(C2C=CC=CC=2)C2C=CC=CC=2)C=CC=CC=1.C1(P(C2C=CC=CC=2)C2C=CC=CC=2)C=CC=CC=1.C1(P(C2C=CC=CC=2)C2C=CC=CC=2)C=CC=CC=1.C1(P(C2C=CC=CC=2)C2C=CC=CC=2)C=CC=CC=1.C1C=CC(P(C2C=CC=CC=2)[C-]2C=CC=C2)=CC=1.C1C=CC(P(C2C=CC=CC=2)[C-]2C=CC=C2)=CC=1.Cl[Pd]Cl.[Fe+2]>[C:1]([O:5][C:6]([N:8]1[C@H:13]([C:14]2[NH:18][C:17]3[C:19]4[C:24]([CH:25]=[CH:26][C:16]=3[N:15]=2)=[CH:23][C:22]2[C:27]3[C:32]([CH2:33][O:34][C:21]=2[CH:20]=4)=[CH:31][C:30]([C:45]2[NH:49][C:48]([C@@H:50]4[CH2:54][CH:53]([CH2:55][O:56][CH3:57])[CH2:52][N:51]4[C:58](=[O:68])[C@@H:59]([NH:63][C:64]([O:65][CH3:66])=[O:67])[CH:60]([CH3:62])[CH3:61])=[N:47][CH:46]=2)=[CH:29][CH:28]=3)[CH2:12][C@@H:11]2[C@H:9]1[CH2:10]2)=[O:7])([CH3:4])([CH3:2])[CH3:3] |f:2.3.4,7.8.9.10.11,12.13.14.15|. Procedure details: To a solution of (1R,3S,5R)-tert-butyl-3-(9-(4,4,5,5-tetramethyl-1,3,2-dioxaborolan-2-yl)-1,11-dihydroisochromeno[4′,3′:6,7]naphtho[1,2-d]imidazol-2-yl)-2-azabicyclo[3.1.0]hexane-2-carboxylate (213 mg, 0.37 mmol), methyl(S)-1-((2S,4S)-2-(5-bromo-1H-imidazol-2-yl)-4-(methoxymethyl)pyrrolidin-1-yl)-3-methyl-1-oxobutan-2-ylcarbamate (142 mg, 0.31 mmol), tetrakis(triphenylphosphine) palladium(0) (35 mg, 0.03 mmol) and dichloro[1,1′-bis(diphenylphosphino) ferrocene]palladium(II) (22 mg, 0.03 mmol) in... The reactants are COCCO[AlH2-]OCCOC, Cc1ccccc1, [Na+], O, CC(C)S(=O)(=O)NC1CCCCC1(O)c1ccc(OCC#N)cc1. The product is CC(C)S(=O)(=O)NC1CCCCC1(O)c1ccc(OCCN)cc1. Reaction SMILES: [CH3:26][O:27][CH2:28][CH2:29][O:30][AlH2-:31][O:32][CH2:33][CH2:34][O:35][CH3:36].[CH3:38][c:39]1[cH:40][cH:41][cH:42][cH:43][cH:44]1.[Na+:25].[OH2:37].[OH:1][C:2]1([c:15]2[cH:16][cH:17][c:18]([O:19][CH2:20][C:21]#[N:22])[cH:23][cH:24]2)[CH:3]([NH:8][S:9](=[O:10])(=[O:11])[CH:12]([CH3:13])[CH3:14])[CH2:4][CH2:5][CH2:6][CH2:7]1>>[OH:1][C:2]1([c:15]2[cH:16][cH:17][c:18]([O:19][CH2:20][CH2:21][NH2:22])[cH:23][cH:24]2)[CH:3]([NH:8][S:9](=[O:10])(=[O:11])[CH:12]([CH3:13])[CH3:14])[CH2:4][CH2:5][CH2:6][CH2:7]1. Starting materials: BrC=1SC2=C(N=C(N=C2Cl)SCC2=CC=CC=C2)N1 (2-Bromo-7-chloro-5-[(phenylmethyl)thio]thiazolo[4,5-d]pyrimidine), CN (methylamine). The solvent is O1CCCC1 (tetrahydrofuran). Run at time 16 hour. Product: ClC=1C2=C(N=C(N1)SCC1=CC=CC=C1)N=C(S2)NC (7-Chloro-N-methyl-5-[(phenylmethyl)thio]-thiazolo[4 5-d]pyrimidin-2-amine). As a reaction SMILES: Br[C:2]1[S:3][C:4]2[C:9]([Cl:10])=[N:8][C:7]([S:11][CH2:12][C:13]3[CH:18]=[CH:17][CH:16]=[CH:15][CH:14]=3)=[N:6][C:5]=2[N:19]=1.[CH3:20][NH2:21]>O1CCCC1>[Cl:10][C:9]1[C:4]2[S:3][C:2]([NH:21][CH3:20])=[N:19][C:5]=2[N:6]=[C:7]([S:11][CH2:12][C:13]2[CH:18]=[CH:17][CH:16]=[CH:15][CH:14]=2)[N:8]=1. Procedure: A solution of the product from Example 219 (0.3 g) in tetrahydrofuran (2 ml) containing methylamine (2.0 molar in THF: 0.81 ml) was stirred for 16 hours. The mixture was evaporated to dryness then purified (SiO2, ethyl acetate:dichloromethane 1:9 as eluant) to give the title compound (295 mg).